From a dataset of the Open Reaction Database (ORD), a public repository of structured organic reaction records. describe an organic reaction: reactants, conditions, products, and yield Reactants: C(C1=CC=CC=C1)(=O)C1=C(C=C(OCC(COC2=CC(=C(C=C2)C(C2=CC=CC=C2)=O)O)O)C=C1)O (1,3-bis-(4-benzoyl-3-hydroxyphenoxy)-2-propanol), C(\C=C\C)(=O)O (crotonic acid). Product: C(\C=C\C)(=O)OC(COC1=CC(=C(C=C1)C(C1=CC=CC=C1)=O)O)COC1=CC(=C(C=C1)C(C1=CC=CC=C1)=O)O (1,3-bis-(4-benzoyl-3-hydroxyphenoxy)-prop-2-yl crotonate). Yield: 75.1%. As a reaction SMILES: [C:1]([C:9]1[CH:35]=[CH:34][C:12]([O:13][CH2:14][CH:15]([OH:33])[CH2:16][O:17][C:18]2[CH:23]=[CH:22][C:21]([C:24](=[O:31])[C:25]3[CH:30]=[CH:29][CH:28]=[CH:27][CH:26]=3)=[C:20]([OH:32])[CH:19]=2)=[CH:11][C:10]=1[OH:36])(=[O:8])[C:2]1[CH:7]=[CH:6][CH:5]=[CH:4][CH:3]=1.[C:37](O)(=[O:41])/[CH:38]=[CH:39]/[CH3:40]>>[C:37]([O:33][CH:15]([CH2:14][O:13][C:12]1[CH:34]=[CH:35][C:9]([C:1](=[O:8])[C:2]2[CH:3]=[CH:4][CH:5]=[CH:6][CH:7]=2)=[C:10]([OH:36])[CH:11]=1)[CH2:16][O:17][C:18]1[CH:23]=[CH:22][C:21]([C:24](=[O:31])[C:25]2[CH:26]=[CH:27][CH:28]=[CH:29][CH:30]=2)=[C:20]([OH:32])[CH:19]=1)(=[O:41])/[CH:38]=[CH:39]/[CH3:40]. Procedure: 97 g (0.2 mole) of 1,3-bis-(4-benzoyl-3-hydroxyphenoxy)-2-propanol were esterified analogously to Example 1 with 103 g (1.2 moles) of crotonic acid. After crystallization from an acetone/ethanol mixture (ratio by volume 1:2), 83 g (75 percent of theory) of 1,3-bis-(4-benzoyl-3-hydroxyphenoxy)-prop-2-yl crotonate were obtained in the form of fine white crystals having a melting point of 99° to 103° C. and a purity of 99 percent (HPLC). The structure of the compound obtained was confirmed by UV, I... Reactants: C(C)C1=C(C(=CC=C1)C=O)NC(CC1C2=CC=CC=C2OC=2C=CC=CC12)=O (N-(2-ethyl-6-formylphenyl)-2-(9H-xanthen-9-yl)acetamide), C(CC1=CC=CC=C1)[Mg]Br (phenethylmagnesium bromide). Product: C(C)C1=C(C(=CC=C1)C(CCC1=CC=CC=C1)O)NC(CC1C2=CC=CC=C2OC=2C=CC=CC12)=O (N-[2-Ethyl-6-(1-hydroxy-3-phenylpropyl)phenyl]-2-(9H-xanthen-9-yl)acetamide). As a reaction SMILES: [CH2:1]([C:3]1[CH:8]=[CH:7][CH:6]=[C:5]([CH:9]=[O:10])[C:4]=1[NH:11][C:12](=[O:28])[CH2:13][CH:14]1[C:27]2[CH:26]=[CH:25][CH:24]=[CH:23][C:22]=2[O:21][C:20]2[C:15]1=[CH:16][CH:17]=[CH:18][CH:19]=2)[CH3:2].[CH2:29]([Mg]Br)[CH2:30][C:31]1[CH:36]=[CH:35][CH:34]=[CH:33][CH:32]=1>>[CH2:1]([C:3]1[CH:8]=[CH:7][CH:6]=[C:5]([CH:9]([OH:10])[CH2:29][CH2:30][C:31]2[CH:36]=[CH:35][CH:34]=[CH:33][CH:32]=2)[C:4]=1[NH:11][C:12](=[O:28])[CH2:13][CH:14]1[C:15]2[CH:16]=[CH:17][CH:18]=[CH:19][C:20]=2[O:21][C:22]2[C:27]1=[CH:26][CH:25]=[CH:24][CH:23]=2)[CH3:2]. Procedure details: Following a procedure similar to that described in Example 14, but using N-(2-ethyl-6-formylphenyl)-2-(9H-xanthen-9-yl)acetamide (prepared by a procedure similar to that described in Preparation 29) and phenethylmagnesium bromide as starting materials, in relative proportions similar to those used in that Example, the title compound was obtained as crystals, melting at 128°-129° C. (after recrystallization from a mixture of ethyl acetate and hexane).